Dataset: the Open Reaction Database (ORD), a public repository of structured organic reaction records. Task: describe an organic reaction: reactants, conditions, products, and yield As a reaction SMILES: [Br:13][c:14]1[cH:15][cH:16][c:17]2[c:18]([n:19][c:20]([CH3:22])[s:21]2)[cH:23]1.[CH2:26]1[O:27][CH2:28][CH2:29][CH2:30]1.[CH2:8]([Li:9])[CH2:10][CH2:11][CH3:12].[CH3:31][CH2:32][O:33][C:34](=[O:35])[CH3:36].[CH:1]([NH:2][CH:3]([CH3:4])[CH3:5])([CH3:6])[CH3:7].[I:24][CH3:25]>>[CH3:1][CH2:22][c:20]1[n:19][c:18]2[c:17]([cH:16][cH:15][c:14]([Br:13])[cH:23]2)[s:21]1. Product: CCc1nc2cc(Br)ccc2s1. The reactants are Cc1nc2cc(Br)ccc2s1, C1CCOC1, [Li]CCCC, CCOC(C)=O, CC(C)NC(C)C, CI.